From a dataset of the Open Reaction Database (ORD), a public repository of structured organic reaction records. describe an organic reaction: reactants, conditions, products, and yield The reactants are BrC=1C(=NOC1N)C (4-bromo-3-methyl-5-aminoisoxazole), [H-].[Na+] (NaH), C(CCC)C1=C(C2=C(S1)C=CC=C2)S(=O)(=O)Cl (2-n-butylbenzo[b]thiophene-3-sulfonyl chloride). The solvent is C1CCOC1 (THF). Product: BrC=1C(=NOC1NS(=O)(=O)C=1C2=C(SC1CCCC)C=CC=C2)C (N-(4-bromo-3-methyl-5-isoxazolyl)-2-n-butylbenzo[b]thiophene-3-sulfonamide), yellow solid. Isolated yield 56.0%. RXN SMILES: [Br:1][C:2]1[C:3]([CH3:8])=[N:4][O:5][C:6]=1[NH2:7].[H-].[Na+].[CH2:11]([C:15]1[S:19][C:18]2[CH:20]=[CH:21][CH:22]=[CH:23][C:17]=2[C:16]=1[S:24](Cl)(=[O:26])=[O:25])[CH2:12][CH2:13][CH3:14]>C1COCC1>[Br:1][C:2]1[C:3]([CH3:8])=[N:4][O:5][C:6]=1[NH:7][S:24]([C:16]1[C:17]2[CH:23]=[CH:22][CH:21]=[CH:20][C:18]=2[S:19][C:15]=1[CH2:11][CH2:12][CH2:13][CH3:14])(=[O:25])=[O:26] |f:1.2|. Procedure details: N-(4-bromo-3-methyl-5-isoxazolyl)-2-n-butylbenzo[b]thiophene-3-sulfonamide was prepared by the method of Example 41 with 4-bromo-3-methyl-5-aminoisoxazole (1.0 mmoles, 0.177 g), NaH (2.5 mmoles, 100 mg), 2-n-butylbenzo[b]thiophene-3-sulfonyl chloride (1.2 mmoles, 0.35 g) and THF (6 ml). Recrystallization from ethyl acetate and hexanes provided 0.24 g (56%) of a yellow solid, m.p. 124.5°-126° C. Reactants: O=C([O-])[O-], CCN(Cc1cc(C(F)(F)F)ccc1B1OC(C)(C)C(C)(C)O1)C(=O)C1CC1, CCOC(=O)Cc1cnc(Cl)c(Br)c1, CCOC(C)=O, COCCOC, [K+], [K+], O, c1ccc(P(c2ccccc2)(c2ccccc2)[Pd](P(c2ccccc2)(c2ccccc2)c2ccccc2)(P(c2ccccc2)(c2ccccc2)c2ccccc2)P(c2ccccc2)(c2ccccc2)c2ccccc2)cc1. Product: CCOC(=O)Cc1cnc(Cl)c(-c2ccc(C(F)(F)F)cc2CN(CC)C(=O)C2CC2)c1. RXN SMILES: [C:43](=[O:44])([O-:45])[O-:46].[CH2:15]([CH3:16])[N:17]([C:18](=[O:19])[CH:20]1[CH2:21][CH2:22]1)[CH2:23][c:24]1[c:25]([B:34]2[O:35][C:36]([CH3:37])([CH3:38])[C:39]([CH3:40])([CH3:41])[O:42]2)[cH:26][cH:27][c:28]([C:30]([F:31])([F:32])[F:33])[cH:29]1.[CH2:1]([CH3:2])[O:3][C:4]([CH2:5][c:6]1[cH:7][n:8][c:9]([Cl:13])[c:10]([Br:12])[cH:11]1)=[O:14].[CH3:49][CH2:50][O:51][C:52]([CH3:53])=[O:54].[CH3:55][O:56][CH2:57][CH2:58][O:59][CH3:60].[K+:47].[K+:48].[OH2:138].[cH:61]1[cH:62][cH:63][c:64]([P:65]([Pd:66]([P:67]([c:68]2[cH:69][cH:70][cH:71][cH:72][cH:73]2)([c:74]2[cH:75][cH:76][cH:77][cH:78][cH:79]2)[c:80]2[cH:81][cH:82][cH:83][cH:84][cH:85]2)([P:86]([c:87]2[cH:88][cH:89][cH:90][cH:91][cH:92]2)([c:93]2[cH:94][cH:95][cH:96][cH:97][cH:98]2)[c:99]2[cH:100][cH:101][cH:102][cH:103][cH:104]2)[P:105]([c:106]2[cH:107][cH:108][cH:109][cH:110][cH:111]2)([c:112]2[cH:113][cH:114][cH:115][cH:116][cH:117]2)[c:118]2[cH:119][cH:120][cH:121][cH:122][cH:123]2)([c:124]2[cH:125][cH:126][cH:127][cH:128][cH:129]2)[c:130]2[cH:131][cH:132][cH:133][cH:134][cH:135]2)[cH:136][cH:137]1>>[CH2:1]([CH3:2])[O:3][C:4]([CH2:5][c:6]1[cH:7][n:8][c:9]([Cl:13])[c:10](-[c:25]2[c:24]([CH2:23][N:17]([CH2:15][CH3:16])[C:18](=[O:19])[CH:20]3[CH2:21][CH2:22]3)[cH:29][c:28]([C:30]([F:31])([F:32])[F:33])[cH:27][cH:26]2)[cH:11]1)=[O:14].